This data is from the Open Reaction Database (ORD), a public repository of structured organic reaction records. The task is: describe an organic reaction: reactants, conditions, products, and yield Reactants: C1=C(C=CC=C1O)C (m-cresol), N1=CC=CC=C1 (pyridine), C(C)(=O)Cl (acetyl chloride). Run in C(Cl)Cl (CH2Cl2), C(Cl)Cl (CH2Cl2). Reaction conditions: time 1 hour. Yields the product C(C)(=O)OC=1C=C(C=CC1)C (3-Acetoxytoluene). The yield is 97.2%. As a reaction SMILES: [CH:1]1[C:6]([OH:7])=[CH:5][CH:4]=[CH:3][C:2]=1[CH3:8].N1C=CC=CC=1.[C:15](Cl)(=[O:17])[CH3:16]>C(Cl)Cl>[C:15]([O:7][C:6]1[CH:1]=[C:2]([CH3:8])[CH:3]=[CH:4][CH:5]=1)(=[O:17])[CH3:16]. Procedure details: To a solution of m-cresol (Aldrich) (80 g, 0.74 mol) in dry CH2Cl2 (300 mL) was added pyridine (71 mL, 0.89 mol) and at 0° C. was added dropwise acetyl chloride (58 mL, 0.81 mol). The reaction mixture was stirred for 1 h and then diluted with more CH2Cl2. The organic phase was washed successively with HCl 1N (3×), brine, dried over MgSO4 and evaporated. The residue was distilled under vacuum to give 108 g (97%) of the title compound. The reactants are BrC1=CN2C(S1)=C(N=C2)C(=O)OC (methyl 2-bromoimidazo[5,1-b]thiazole-7-carboxylate), [Cl-].C(C)[Al+]CC (Diethylaluminum chloride), ice, Cl.CNOC (N,O-dimethylhydroxylamine hydrochloride), P(=O)([O-])([O-])[O-] (phosphate). Run in ClCCl (dichloromethane), ClCCl (dichloromethane). Run at time 1 hour. The product is CON(C(=O)C=1N=CN2C1SC(=C2)Br)C (N-methoxy-N-methyl-2-bromoimidazo[5,1-b]thiazole-7-carboxamide). Isolated yield 88.6%. Reaction SMILES: [Cl-].C([Al+]CC)C.Cl.[CH3:8][NH:9][O:10][CH3:11].[Br:12][C:13]1[S:17][C:16]2=[C:18]([C:21]([O:23]C)=O)[N:19]=[CH:20][N:15]2[CH:14]=1.P([O-])([O-])([O-])=O>ClCCl>[CH3:11][O:10][N:9]([CH3:8])[C:21]([C:18]1[N:19]=[CH:20][N:15]2[CH:14]=[C:13]([Br:12])[S:17][C:16]=12)=[O:23] |f:0.1,2.3|. Procedure details: Diethylaluminum chloride (0.9 M hexane solution; 1.1 ml, 1.07 mmol) was added to an ice cooled solution of N,O-dimethylhydroxylamine hydrochloride (104 mg, 1.07 mmol) in dichloromethane (4 ml), and, while gradually raising the temperature, the mixture was stirred for one hr. A solution of methyl 2-bromoimidazo[5,1-b]thiazole-7-carboxylate (56 mg, 0.21 mmol) in dichloromethane (6 ml) was added thereto, and the mixture was stirred at room temperature for 21 hr. A phosphate buffer solution (5 ml) w... The reactants are C1(=CC=C(C=C1)S(=O)[O-])C.[Na+] (sodium p-toluenesulfinate), C(C1=CC=CC=C1)CCNC1=CC=C(C=O)C=C1 (4-(benzylethylamino)benzaldehyde). Yields the product C(C)N1C(=CC2=CC=CC=C12)C (1-ethyl-2-methyl-1H-indole). The yield is 86.1%. RXN SMILES: [C:1]1([CH3:10])[CH:6]=[CH:5][C:4](S([O-])=O)=[CH:3][CH:2]=1.[Na+].C([CH2:19][CH2:20][NH:21][C:22]1C=CC(C=O)=C[CH:23]=1)C1C=CC=CC=1>>[CH2:22]([N:21]1[C:6]2[C:1](=[CH:2][CH:3]=[CH:4][CH:5]=2)[CH:10]=[C:20]1[CH3:19])[CH3:23] |f:0.1|. Procedure: Following a procedure similar to that described in Example 4A but employing 6.5 g. of 81.9% sodium p-toluenesulfinate, 6.3 g. of 95% 4-(benzylethylamino)benzaldehyde and 3.8 g. of 86.1% 1-ethyl-2-methyl-1H-indole, there was obtained 15.3 g. of 3-{[4-benzylethylamino)phenyl](4-methylphenylsulfonyl)methyl}-1-ethyl-2-methyl-1H-indole as a gray tar-like product. Starting materials: Cl.N1C[C@@H](CC1)NC(=O)C1=CNC2=C1N=CN=C2C2=C(C=CC=1OCOC12)OCC1CC1 (4-(5-cyclopropylmethoxy-benzo[1,3]dioxol-4-yl)-5H-pyrrolo[3,2-d]pyrimidine-7-carboxylic acid (R)-pyrrolidin-3-ylamide hydrochloride), ClC(=O)COC(C)=O (acetic acid chlorocarbonyl-methyl ester). The product is OCC(=O)N1C[C@@H](CC1)NC(=O)C1=CNC2=C1N=CN=C2C2=C(C=CC=1OCOC12)OCC1CC1 (4-(5-Cyclopropylmethoxy-benzo[1,3]dioxol-4-yl)-5H-pyrrolo[3,2-d]pyrimidine-7-carboxylic acid [(R)-1-(2-hydroxy-ethanoyl)-pyrrolidin-3-yl]amide). Reaction SMILES: Cl.[NH:2]1[CH2:6][CH2:5][C@@H:4]([NH:7][C:8]([C:10]2[C:14]3[N:15]=[CH:16][N:17]=[C:18]([C:19]4[C:27]5[O:26][CH2:25][O:24][C:23]=5[CH:22]=[CH:21][C:20]=4[O:28][CH2:29][CH:30]4[CH2:32][CH2:31]4)[C:13]=3[NH:12][CH:11]=2)=[O:9])[CH2:3]1.Cl[C:34]([CH2:36][O:37]C(=O)C)=[O:35]>>[OH:37][CH2:36][C:34]([N:2]1[CH2:6][CH2:5][C@@H:4]([NH:7][C:8]([C:10]2[C:14]3[N:15]=[CH:16][N:17]=[C:18]([C:19]4[C:27]5[O:26][CH2:25][O:24][C:23]=5[CH:22]=[CH:21][C:20]=4[O:28][CH2:29][CH:30]4[CH2:32][CH2:31]4)[C:13]=3[NH:12][CH:11]=2)=[O:9])[CH2:3]1)=[O:35] |f:0.1|. Procedure: Starting from 4-(5-cyclopropylmethoxy-benzo[1,3]dioxol-4-yl)-5H-pyrrolo[3,2-d]pyrimidine-7-carboxylic acid (R)-pyrrolidin-3-ylamide hydrochloride (example A142) and acetic acid chlorocarbonyl-methyl ester the title compound is obtained as colorless solid. Starting materials: C1CCOC1, Cc1nc(Nc2cnccn2)sc1-c1cccc([N+](=O)[O-])c1, CCOC(C)=O. The product is Cc1nc(Nc2cnccn2)sc1-c1cccc(N)c1. Reaction SMILES: [CH2:29]1[O:30][CH2:31][CH2:32][CH2:33]1.[CH3:1][c:2]1[n:3][c:4]([NH:16][c:17]2[n:18][cH:19][cH:20][n:21][cH:22]2)[s:5][c:6]1-[c:7]1[cH:8][c:9]([N+:13]([O-:14])=[O:15])[cH:10][cH:11][cH:12]1.[CH3:23][CH2:24][O:25][C:26](=[O:27])[CH3:28]>>[CH3:1][c:2]1[n:3][c:4]([NH:16][c:17]2[n:18][cH:19][cH:20][n:21][cH:22]2)[s:5][c:6]1-[c:7]1[cH:8][c:9]([NH2:13])[cH:10][cH:11][cH:12]1. Starting materials: solution, C(C)(C)(C)P(C(C)(C)C)C(C)(C)C (tri-tert-butylphosphine), BrC1=C(N=C2N1C(=NN=C2C2=CC=CC=C2)C)OCC=2N(N=CN2)CC (3-bromo-2-(2-ethyl-2H-[1,2,4]triazol-3-ylmethoxy)-5-methyl-8-phenylimidazo[1,2-d][1,2,4]triazine), S1C(=CC=C1)B(O)O (2-thiopheneboronic acid), C([O-])([O-])=O.[Cs+].[Cs+] (cesium carbonate). Procedure details: A mixture of 3-bromo-2-(2-ethyl-2H-[1,2,4]triazol-3-ylmethoxy)-5-methyl-8-phenylimidazo[1,2-d][1,2,4]triazine (70 mg, 0.169 mmol), 2-thiopheneboronic acid (32 mg, 0.254 mmol) and cesium carbonate (110 mg, 0.338 mmol) in anhydrous 1,4-dioxane (5 ml) was degassed using three freeze-pump-thaw cycles. Tris(dibenzylideneacetone)dipalladium(0) (15.5 mg, 0.017 mmol) and a 0.1M solution of tri-tert-butylphosphine in 1,4-dioxane (0.406 ml, 0.406 mmol) was added, and the mixture was further degassed with ... RXN SMILES: Br[C:2]1[N:6]2[C:7]([CH3:17])=[N:8][N:9]=[C:10]([C:11]3[CH:16]=[CH:15][CH:14]=[CH:13][CH:12]=3)[C:5]2=[N:4][C:3]=1[O:18][CH2:19][C:20]1[N:21]([CH2:25][CH3:26])[N:22]=[CH:23][N:24]=1.[S:27]1[CH:31]=[CH:30][CH:29]=[C:28]1B(O)O.C(=O)([O-])[O-].[Cs+].[Cs+].C(P(C(C)(C)C)C(C)(C)C)(C)(C)C>O1CCOCC1.C1C=CC(/C=C/C(/C=C/C2C=CC=CC=2)=O)=CC=1.C1C=CC(/C=C/C(/C=C/C2C=CC=CC=2)=O)=CC=1.C1C=CC(/C=C/C(/C=C/C2C=CC=CC=2)=O)=CC=1.[Pd].[Pd]>[CH2:25]([N:21]1[C:20]([CH2:19][O:18][C:3]2[N:4]=[C:5]3[C:10]([C:11]4[CH:16]=[CH:15][CH:14]=[CH:13][CH:12]=4)=[N:9][N:8]=[C:7]([CH3:17])[N:6]3[C:2]=2[C:28]2[S:27][CH:31]=[CH:30][CH:29]=2)=[N:24][CH:23]=[N:22]1)[CH3:26] |f:2.3.4,7.8.9.10.11|. Yields the product C(C)N1N=CN=C1COC=1N=C2N(C(=NN=C2C2=CC=CC=C2)C)C1C=1SC=CC1 (2-(2-Ethyl-2H-[1,2,4]triazol-3-ylmethoxy)-5-methyl-8-phenyl-3-(thien-2-yl)imidazo[1,2-d][1,2,4]triazine). Run in O1CCOCC1 (1,4-dioxane), O1CCOCC1 (1,4-dioxane). The yield is 14.7%. Reaction conditions: temperature 90 celsius. Reagents/catalysts: C=1C=CC(=CC1)/C=C/C(=O)/C=C/C2=CC=CC=C2.C=1C=CC(=CC1)/C=C/C(=O)/C=C/C2=CC=CC=C2.C=1C=CC(=CC1)/C=C/C(=O)/C=C/C2=CC=CC=C2.[Pd].[Pd] (Tris(dibenzylideneacetone)dipalladium(0)). The reactants are NC=1C=C(C=CC1N)C1=C(C#N)C=CC=C1 (2-(3,4-Diaminophenyl)benzonitrile), ethyl hexanoamidate hydrochloride. Run in C(C)O (ethanol). Conditions: time 2.5 hour. The product is C(#N)C1=C(C=CC=C1)C1=CC2=C(NC(=N2)CCCCC)C=C1 (5-(2-Cyanophenyl)-2-pentyl-1H-benzimidazole). Isolated yield 160.7%. Reaction SMILES: [NH2:1][C:2]1[CH:3]=[C:4]([C:9]2[CH:16]=[CH:15][CH:14]=[CH:13][C:10]=2[C:11]#[N:12])[CH:5]=[CH:6][C:7]=1[NH2:8]>C(O)C>[C:11]([C:10]1[CH:13]=[CH:14][CH:15]=[CH:16][C:9]=1[C:4]1[CH:5]=[CH:6][C:7]2[NH:8][C:4]([CH2:3][CH2:2][CH2:7][CH2:6][CH3:5])=[N:1][C:2]=2[CH:3]=1)#[N:12]. Procedure details: 2-(3,4-Diaminophenyl)benzonitrile (4.3 mmoles, 0.9 g) and ethyl hexanoamidate hydrochloride were dissolved in 20 ml ethanol and stirred for 2.5 hours. The solvent was removed in vacuo. The residue was dissolved in ethyl acetate and washed with water, saturated NaHCO3 and brine. The organic phase was dried and concentrated. The residue was chromatographed on silica gel eluted with 1:1 ethylacetate/hexane to yield 1.0 g of 5-(2-Cyanophenyl)-2-pentyl-1H-benzimidazole. Starting materials: C1OC2=C(O1)C=C(C=C2)O (sesamol), C(C=CC1=CC=CC=C1)O (cinnamyl alcohol), II. Run in C(=O)O (formic acid). Product: OC1=C(C=CCC2=CC=CC=C2)C=C2C(=C1)OCO2 (2-hydroxy-4,5-methylenedioxy-cinnamylbenzene). As a reaction SMILES: [CH2:1]1[O:5][C:4]2[CH:6]=[C:7]([OH:10])[CH:8]=[CH:9][C:3]=2[O:2]1.[CH2:11](O)[CH:12]=[CH:13][C:14]1[CH:19]=[CH:18][CH:17]=[CH:16][CH:15]=1>C(O)=O>[OH:10][C:7]1[CH:6]=[C:4]2[O:5][CH2:1][O:2][C:3]2=[CH:9][C:8]=1[CH:11]=[CH:12][CH2:13][C:14]1[CH:19]=[CH:18][CH:17]=[CH:16][CH:15]=1. Procedure details: The compounds of Category II may be prepared in the following manner: A mixture of sesamol and cinnamyl alcohol in aqueous formic acid is refluxed to yield 2-hydroxy-4,5-methylenedioxy-cinnamylbenzene. This intermediate is then etherified in conventional manner by reaction with an appropriate alkyl halide or alkyl sulphate to yield the desired compound. The synthesis is illustrated by the following formulas. ##EQU4##